This data is from the Open Reaction Database (ORD), a public repository of structured organic reaction records. The task is: describe an organic reaction: reactants, conditions, products, and yield As a reaction SMILES: [C:5]([CH3:6])(=[O:7])[N:8]1[CH2:9][CH2:10][C:11]2([O:12][c:13]3[c:14]([cH:16][cH:17][cH:18][cH:19]3)[CH2:15]2)[CH2:20][CH2:21]1.[CH3:23][C:24](=[O:25])[OH:26].[OH2:22].[OH:1][N+:2]([O-:3])=[O:4]>>[O-:1][N+:2](=[O:4])[c:17]1[cH:16][c:14]2[c:13]([cH:19][cH:18]1)[O:12][C:11]1([CH2:10][CH2:9][N:8]([C:5]([CH3:6])=[O:7])[CH2:21][CH2:20]1)[CH2:15]2. The reactants are CC(=O)N1CCC2(CC1)Cc1ccccc1O2, CC(=O)O, O, O=[N+]([O-])O. The product is CC(=O)N1CCC2(CC1)Cc1cc([N+](=O)[O-])ccc1O2. The product is CCOC(=O)C=C(COC(C)=O)COC(C)=O. As a reaction SMILES: [C:13]([O:14][CH3:15])([CH3:16])([CH3:17])[CH3:18].[C:19](=[O:20])([O:21][CH2:22][CH3:23])[CH:24]=[P:25]([c:26]1[cH:27][cH:28][cH:29][cH:30][cH:31]1)([c:32]1[cH:33][cH:34][cH:35][cH:36][cH:37]1)[c:38]1[cH:39][cH:40][cH:41][cH:42][cH:43]1.[C:1]([CH3:2])(=[O:3])[O:4][CH2:5][C:6](=[O:7])[CH2:8][O:9][C:10]([CH3:11])=[O:12].[CH3:44][CH2:45][CH2:46][CH2:47][CH2:48][CH2:49][CH3:50].[CH3:51][c:52]1[cH:53][cH:54][cH:55][cH:56][cH:57]1>>[C:1]([CH3:2])(=[O:3])[O:4][CH2:5][C:6]([CH2:8][O:9][C:10]([CH3:11])=[O:12])=[CH:24][C:19](=[O:20])[O:21][CH2:22][CH3:23]. The reactants are COC(C)(C)C, CCOC(=O)C=P(c1ccccc1)(c1ccccc1)c1ccccc1, CC(=O)OCC(=O)COC(C)=O, CCCCCCC, Cc1ccccc1. The reactants are O (water), ClC1=NC=C(C(=N1)Cl)NCC(C)(OC1OCCCC1)C (2,4-dichloro-N-(2-methyl-2-(tetrahydro-2H-pyran-2-yloxy)propyl)pyrimidin-5-amine), Cl.N1C(COCC1)C(=O)O (morpholine-3-carboxylic acid hydrochloride), C(C)(C)N(CC)C(C)C (diisopropylethylamine). The solvent is CS(=O)C (DMSO). Run at temperature 95 celsius, time 4 hour. Product: ClC1=NC=2N3C(C(N(C2C=N1)CC(C)(OC1OCCCC1)C)=O)COCC3 (2-chloro-5-(2-methyl-2-(tetrahydro-2H-pyran-2-yloxy)propyl)-6a,7,9,10-tetrahydro-[1,4]oxazino[3,4-h]pteridin-6(5H)-one). Yield: 24.6%. Reaction SMILES: [Cl:1][C:2]1[N:7]=[C:6](Cl)[C:5]([NH:9][CH2:10][C:11]([CH3:20])([O:13][CH:14]2[CH2:19][CH2:18][CH2:17][CH2:16][O:15]2)[CH3:12])=[CH:4][N:3]=1.Cl.[NH:22]1[CH2:27][CH2:26][O:25][CH2:24][CH:23]1[C:28](O)=[O:29].C(N(C(C)C)CC)(C)C.O>CS(C)=O>[Cl:1][C:2]1[N:3]=[CH:4][C:5]2[N:9]([CH2:10][C:11]([CH3:20])([O:13][CH:14]3[CH2:19][CH2:18][CH2:17][CH2:16][O:15]3)[CH3:12])[C:28](=[O:29])[CH:23]3[CH2:24][O:25][CH2:26][CH2:27][N:22]3[C:6]=2[N:7]=1 |f:1.2|. Reported procedure: To a mixture of 2,4-dichloro-N-(2-methyl-2-(tetrahydro-2H-pyran-2-yloxy)propyl)pyrimidin-5-amine (315 mg, 0.982 mmol) and morpholine-3-carboxylic acid hydrochloride (247 mg, 1.47 mmol) in DMSO (6 ml) was added diisopropylethylamine (0.686 ml, 3.93 mmol), and the reaction mixture was stirred at 95° C. for 4 hours. The reaction mixture was poured into water and extracted with EtOAc. The organic layers were dried over Na2SO4, filtered and concentrated in vacuo to give a crude oil. The crude residue... Starting materials: C(C)(=O)OC(C)=O (acetic anhydride), NC1=C(CCC2=NC=CC=C2)C=CC=C1 (2-(o-aminophenethyl)pyridine). Run in C(=O)O (formic acid). Run at temperature 25 celsius. Product: anhydride, C(=O)NC1=C(CCC2=NC=CC=C2)C=CC=C1 (2-(o-formamidophenethyl)pyridine). Yield: 83.0%. Reaction SMILES: C(O[C:5](=[O:7])C)(=O)C.[NH2:8][C:9]1[CH:22]=[CH:21][CH:20]=[CH:19][C:10]=1[CH2:11][CH2:12][C:13]1[CH:18]=[CH:17][CH:16]=[CH:15][N:14]=1>C(O)=O>[CH:5]([NH:8][C:9]1[CH:22]=[CH:21][CH:20]=[CH:19][C:10]=1[CH2:11][CH2:12][C:13]1[CH:18]=[CH:17][CH:16]=[CH:15][N:14]=1)=[O:7]. Reported procedure: An aceticformic anhydride mixture is prepared by mixing acetic anhydride (140 ml.) and formic acid (70 ml.). To this mixture, 2-(o-aminophenethyl)pyridine (59 g., 0.3 mole) is added in one portion with vigorous stirring at 25° C. After 15 minutes the solution is diluted with 450 ml. of water and concentrated in vacuo. The resulting residue is taken up in 1 liter of water and made basic with 50% sodium hydroxide. The basified solution is extracted with chloroform, the chloroform extract washed wi... The reactants are Intermediate 11, C[C@H](C(=O)OC)CC(=O)OC ((S)-dimethyl 2-methylsuccinate), N[C@H](CO)C ((S)-2-aminopropan-1-ol). The product is C[C@@H]1CN(CC1)[C@H](CO)C ((S)-2-((S)-3-Methylpyrrolidin-1-yl)propan-1-ol). As a reaction SMILES: [CH3:1][C@@H:2]([CH2:7][C:8](OC)=O)[C:3](OC)=O.[NH2:12][C@@H:13]([CH3:16])[CH2:14][OH:15]>>[CH3:1][C@H:2]1[CH2:7][CH2:8][N:12]([C@@H:13]([CH3:16])[CH2:14][OH:15])[CH2:3]1. Procedure details: The title compound was synthesized as described in Intermediate 11 using (S)-dimethyl 2-methylsuccinate and (S)-2-aminopropan-1-ol as starting materials. 1H NMR (CDCl3): δ 3.57 (dd, 1H), 3.32 (dd, 1H), 3.02 (br s, 1H), 2.81 (dd, 1H), 2.69 (m, 2H), 2.60 (m, 1H), 2.21 (m, 1H), 2.12 (dd, 1H), 1.98 (m, 1H), 1.32 (m, 1H), 1.04 (m, 6H); MS: 144.3 (M+H)+. Reactants: FC1=CC=C(C=C1)C1=C(N=C(N1COCC[Si](C)(C)C)C(F)(F)F)C1=CC=C(C=C1)S(=O)(=O)C (5-(4-Fluorophenyl)-4-(4-methylsulfonylphenyl)-2-trifluoromethyl-1-(2-trimethylsilylethoxymethyl)-1H-imidazole), C(CCC)[Mg]Br (n-butyl magnesium bromide), NOS(=O)(=O)O (hydroxylamine-O-sulfonic acid), C(C)(=O)[O-].[Na+] (sodium acetate), C(C)B(CC)CC (Triethylborane), sulfonamide. The product is FC1=CC=C(C=C1)C1=C(N=C(N1COCC[Si](C)(C)C)C(F)(F)F)C1=CC=C(C=C1)S(=O)(=O)N (4-[5-(4-Fluorophenyl)-2-trifluoromethyl-1-(2-trimethylsilylethoxymethyl)-1H-imidazol-4-yl]benzenesulfonamide). Reported procedure: To a solution of the protected sulfone imidazole from step 1 (1.1 g, 2.0 mmol) in THF (15 ml) at 0° C. under an argon atmosphere, n-butyl magnesium bromide (n-BuMgBr) (2M solution in THF, 4.5 ml) was added and the temperature warmed to 25° C. over 30 minutes. Triethylborane (Et3B) (1M solution in THF, 9 ml) was added and the reaction was heated to reflux for 48 hours. The reaction mixture was cooled to 25° C. and a mixture of hydroxylamine-O-sulfonic acid (NH2OSO3H) (2 g) and sodium acetate (2 g... Run in C1CCOC1 (THF), O (Water), O (water). Reaction conditions: temperature 25 celsius, time 16 hour. As a reaction SMILES: [F:1][C:2]1[CH:7]=[CH:6][C:5]([C:8]2[N:12]([CH2:13][O:14][CH2:15][CH2:16][Si:17]([CH3:20])([CH3:19])[CH3:18])[C:11]([C:21]([F:24])([F:23])[F:22])=[N:10][C:9]=2[C:25]2[CH:30]=[CH:29][C:28]([S:31](C)(=[O:33])=[O:32])=[CH:27][CH:26]=2)=[CH:4][CH:3]=1.C([Mg]Br)CCC.C(B(CC)CC)C.[NH2:48]OS(O)(=O)=O.C([O-])(=O)C.[Na+]>C1COCC1.O>[F:1][C:2]1[CH:7]=[CH:6][C:5]([C:8]2[N:12]([CH2:13][O:14][CH2:15][CH2:16][Si:17]([CH3:20])([CH3:19])[CH3:18])[C:11]([C:21]([F:24])([F:23])[F:22])=[N:10][C:9]=2[C:25]2[CH:30]=[CH:29][C:28]([S:31]([NH2:48])(=[O:33])=[O:32])=[CH:27][CH:26]=2)=[CH:4][CH:3]=1 |f:4.5|. The reactants are Oc1cccc(Br)c1, C1CCOC1, CC1(CO)COC(C)(C)OC1, CC(C)OC(=O)N=NC(=O)OC(C)C, c1ccc(P(c2ccccc2)c2ccccc2)cc1. Product: CC1(COc2cccc(Br)c2)COC(C)(C)OC1. RXN SMILES: [Br:1][c:2]1[cH:3][c:4]([OH:8])[cH:5][cH:6][cH:7]1.[CH2:53]1[O:54][CH2:55][CH2:56][CH2:57]1.[CH3:9][C:10]1([CH3:19])[O:11][CH2:12][C:13]([CH2:16][OH:17])([CH3:18])[CH2:14][O:15]1.[O:39]=[C:40]([O:41][CH:42]([CH3:43])[CH3:44])[N:45]=[N:46][C:47]([O:48][CH:49]([CH3:50])[CH3:51])=[O:52].[c:20]1([P:21]([c:22]2[cH:23][cH:24][cH:25][cH:26][cH:27]2)[c:28]2[cH:29][cH:30][cH:31][cH:32][cH:33]2)[cH:34][cH:35][cH:36][cH:37][cH:38]1>>[Br:1][c:2]1[cH:3][c:4]([O:8][CH2:16][C:13]2([CH3:18])[CH2:12][O:11][C:10]([CH3:9])([CH3:19])[O:15][CH2:14]2)[cH:5][cH:6][cH:7]1.